From a dataset of the Open Reaction Database (ORD), a public repository of structured organic reaction records. describe an organic reaction: reactants, conditions, products, and yield The reactants are Nc1ccc(C(F)(F)F)cc1O, O, O=C(O)c1ccncc1, c1ccncc1. Product: O=C(Nc1ccc(C(F)(F)F)cc1O)c1ccncc1. As a reaction SMILES: [NH2:1][c:2]1[c:3]([OH:12])[cH:4][c:5]([C:8]([F:9])([F:10])[F:11])[cH:6][cH:7]1.[OH2:28].[OH:13][C:14](=[O:15])[c:16]1[cH:17][cH:18][n:19][cH:20][cH:21]1.[cH:22]1[cH:23][cH:24][n:25][cH:26][cH:27]1>>[NH:1]([c:2]1[c:3]([OH:12])[cH:4][c:5]([C:8]([F:9])([F:10])[F:11])[cH:6][cH:7]1)[C:14](=[O:13])[c:16]1[cH:17][cH:18][n:19][cH:20][cH:21]1. Reactants: OC1=CC=2C(C3=CC=C(C=C3C(C2C=C1)=O)O)=O (2,6-dihydroxyanthraquinone), [OH-].[Na+] (sodium hydroxide), C[O-].[Na+] (sodium methoxide), Cl.CN(CCCl)C (2-dimethylaminoethyl chloride hydrochloride). Solvent: O (H2O), ClC1=CC=CC=C1 (chlorobenzene), CO (methanol). Reaction conditions: time 24 hour. Yields the product Cl.Cl.CN(CCOC1=CC=2C(C3=CC=C(C=C3C(C2C=C1)=O)OCCN(C)C)=O)C (2,6-BIS[2-(DIMETHYLAMINO)ETHOXY]ANTHRAQUINONE DIHYDROCHLORIDE). As a reaction SMILES: O[C:2]1[CH:15]=[CH:14][C:13]2[C:12](=O)[C:11]3[C:6](=[CH:7][CH:8]=[C:9]([OH:17])[CH:10]=3)[C:5](=[O:18])[C:4]=2[CH:3]=1.[CH3:19][O-:20].[Na+].[ClH:22].[CH3:23][N:24]([CH3:28])[CH2:25][CH2:26][Cl:27].[OH-:29].[Na+]>O.CO.ClC1C=CC=CC=1>[ClH:27].[ClH:22].[CH3:23][N:24]([CH3:28])[CH2:25][CH2:19][O:20][C:2]1[CH:3]=[CH:4][C:13]2[C:12](=[O:29])[C:11]3[C:6](=[CH:7][CH:8]=[C:9]([O:17][CH2:26][CH2:25][N:24]([CH3:28])[CH3:23])[CH:10]=3)[C:5](=[O:18])[C:14]=2[CH:15]=1 |f:1.2,3.4,5.6,10.11.12|. Procedure: A well-stirred mixture of 12 g. (0.05 mole) of 2,6-dihydroxyanthraquinone, 400 ml. of chlorobenzene, 50 ml of methanol, and 5.4 g. (0.10 mole) of sodium methoxide was heated to boiling, and the methanol distilled from the mixture. When the boiling point of the distillate had reached about 130°C., the mixture was allowed to cool below 100°. Then, a solution of 2-dimethylaminoethyl chloride in 200 ml. of chlorobenzene, prepared from 43.2 g. (0.30 mole) of 2-dimethylaminoethyl chloride hydrochlorid...